Dataset: the Open Reaction Database (ORD), a public repository of structured organic reaction records. Task: describe an organic reaction: reactants, conditions, products, and yield Starting materials: ClC1=CC=2C(C3=CC=CC=C3C2C=C1)=[N+]=[N-] (2-Chloro-9-diazofluorene), N (ammonia), S(=O)=O (sulfur dioxide), CCCCCC (hexane). The solvent is O1CCCC1 (tetrahydrofuran). Yields the product 3.1, ClC1=CC=2C(C3=CC=CC=C3C2C=C1)S(=O)(=O)N (2-Chlorofluorene-9-sulfonamide). Isolated yield 47.0%. As a reaction SMILES: [Cl:1][C:2]1[CH:14]=[CH:13][C:12]2[C:11]3[C:6](=[CH:7][CH:8]=[CH:9][CH:10]=3)[C:5](=[N+]=[N-])[C:4]=2[CH:3]=1.[NH3:17].[S:18](=[O:20])=[O:19].CCCCCC>O1CCCC1>[Cl:1][C:2]1[CH:14]=[CH:13][C:12]2[C:11]3[C:6](=[CH:7][CH:8]=[CH:9][CH:10]=3)[CH:5]([S:18]([NH2:17])(=[O:20])=[O:19])[C:4]=2[CH:3]=1. Reported procedure: A mixture of (20) (5.3 g, 23.4 mmoL) in tetrahydrofuran was alternately treated with ammonia and sulfur dioxide gas a number of times until TLC (30% EtOAC/hexane) indicated that the starting material had been consumed. The reaction was then concentrated and the residue was diluted with water (200 mL) and extracted with ethyl acetate (3×200 mL). The combined organic phases were washed with brine (3×100 mL), dried (MgSO4), and concentrated. The crude solid was recrystallized from ethyl acetate/hex... Reactants: COC(=O)C=1N(C2=CC=CC=C2C1)CC1=NOC(=C1)C=1SC(=CC1)Cl (1-[5-(5-Chloro-thiophen-2-yl)-isoxazol-3-ylmethyl]-1H-indole-2-carboxylic acid methyl ester), O.[OH-].[Li+] (lithium hydroxide monohydrate), Cl (hydrochloric acid). The solvent is C1CCOC1 (THF), O (water). Reaction conditions: temperature 60 celsius, time 2 hour. Product: ClC1=CC=C(S1)C1=CC(=NO1)CN1C(=CC2=CC=CC=C12)C(=O)O (1-[5-(5-Chloro-thiophen-2-yl)-isoxazol-3-ylmethyl]-1H-indole-2-carboxylic acid). Reaction SMILES: C[O:2][C:3]([C:5]1[N:6]([CH2:14][C:15]2[CH:19]=[C:18]([C:20]3[S:21][C:22]([Cl:25])=[CH:23][CH:24]=3)[O:17][N:16]=2)[C:7]2[C:12]([CH:13]=1)=[CH:11][CH:10]=[CH:9][CH:8]=2)=[O:4].O.[OH-].[Li+].Cl>C1COCC1.O>[Cl:25][C:22]1[S:21][C:20]([C:18]2[O:17][N:16]=[C:15]([CH2:14][N:6]3[C:7]4[C:12](=[CH:11][CH:10]=[CH:9][CH:8]=4)[CH:13]=[C:5]3[C:3]([OH:4])=[O:2])[CH:19]=2)=[CH:24][CH:23]=1 |f:1.2.3|. Procedure: To a solution of 288 mg 1-[5-(5-Chloro-thiophen-2-yl)-isoxazol-3-ylmethyl]-1H-indole-2-carboxylic acid methyl ester in 10 ml THF, 3 ml water and 57.0 mg lithium hydroxide monohydrate were added. After stirring for 2 h at 60° C. the reaction was cooled to RT. The mixture was acidified with half concentrated hydrochloric acid. The resulting precipitate was collected by filtration and washed with 3 ml water. The product was obtained as a white solid which was dried under reduced pressure. The reactants are CNC(=S)C1=C(C(OC2=C1C=C(C=C2)C#N)(C)C)O (N-methyl-6-cyano-3-hydroxy-2,2-dimethyl-2H-1-benzopyran-4-carbothioamide), O1CCCC1 (tetrahydrofuran), [BH4-].[Na+] (sodium borohydride). The solvent is CO (methanol). Conditions: time 2 hour. Product: CNC(=S)[C@@H]1[C@@H](C(OC2=C1C=C(C=C2)C#N)(C)C)O (cis-N-methyl-6-cyano-3,4-dihydro-3-hydroxy-2,2-dimethyl-2H-1-benzopyran-4-carbothioamide). The yield is 7.1%. RXN SMILES: [CH3:1][NH:2][C:3]([C:5]1[C:10]2[CH:11]=[C:12]([C:15]#[N:16])[CH:13]=[CH:14][C:9]=2[O:8][C:7]([CH3:18])([CH3:17])[C:6]=1[OH:19])=[S:4].O1CCCC1.[BH4-].[Na+]>CO>[CH3:1][NH:2][C:3]([C@H:5]1[C:10]2[CH:11]=[C:12]([C:15]#[N:16])[CH:13]=[CH:14][C:9]=2[O:8][C:7]([CH3:17])([CH3:18])[C@H:6]1[OH:19])=[S:4] |f:2.3|. Procedure details: To a mixture of 1.4 g of N-methyl-6-cyano-3-hydroxy-2,2-dimethyl-2H-1-benzopyran-4-carbothioamide, 15 ml of tetrahydrofuran, and 15 ml of methanol was added 0.23 g of sodium borohydride (NaBH4) at -10° C. with stirring, followed by stirring at -10° C. for 2 hours and then at room temperature for 2 hours. The reaction mixture was distilled under reduced pressure, ice-water added to the residue, and the mixture made acidic with acetic acid and extracted with diethyl ether and ethyl acetate. The or... The reactants are [N+](=O)([O-])C=1C=C2C=CNC2=CC1 (5-nitroindole), BrCC1=C(C=C(C#N)C=C1)OC (4-bromomethyl-3-methoxybenzonitrile). Reagents/catalysts: [Ag]=O (silver oxide), [Ag-]=O (silver (I) oxide). Solvent: O1CCOCC1 (dioxane). Reaction conditions: temperature 100 celsius, time 1 hour. Yields the product C(#N)C1=CC(=C(CC2=CNC3=CC=C(C=C23)[N+](=O)[O-])C=C1)OC (3-(4-cyano-2-methoxybenzyl)-5-nitroindole). Yield: 30.5%. RXN SMILES: [N+:1]([C:4]1[CH:5]=[C:6]2[C:10](=[CH:11][CH:12]=1)[NH:9][CH:8]=[CH:7]2)([O-:3])=[O:2].Br[CH2:14][C:15]1[CH:22]=[CH:21][C:18]([C:19]#[N:20])=[CH:17][C:16]=1[O:23][CH3:24]>O1CCOCC1.[Ag-]=O.[Ag]=O>[C:19]([C:18]1[CH:21]=[CH:22][C:15]([CH2:14][C:7]2[C:6]3[C:10](=[CH:11][CH:12]=[C:4]([N+:1]([O-:3])=[O:2])[CH:5]=3)[NH:9][CH:8]=2)=[C:16]([O:23][CH3:24])[CH:17]=1)#[N:20]. Reported procedure: An efficiently stirred mixture of 5-nitroindole (3.24 g.), bromide (W) (4.57 g.) and silver (I) oxide (4.87 g.) in dry dioxane (90 ml.) was heated at 100° C. for 5 hours. Additional silver oxide (2 g.) was added, and heating continued for 1 hour. The cooled mixture was evaporated, the residue diluted with dichloromethane, filtered, washing the filter cake with dichloromethane until the washings were colorless, and the combined filtrate evaporated. The product was purified by flash chromatography... Reactants: Cl (hydrochloride), N1C=C(C2=CC=C(C=C12)/C=C/C(=O)OC)/C=C/C(=O)OC (dimethyl E,E-indole-3,6-diacrylate), O.[OH-].[Li+] (lithium hydroxide monohydrate), CO (methanol). The solvent is O (water), O (water), O1CCCC1 (tetrahydrofuran). The product is N1C=C(C2=CC=C(C=C12)/C=C/C(=O)O)/C=C/C(=O)O (E,E-indole-3,6-diacrylic acid). The yield is 87.7%. As a reaction SMILES: [NH:1]1[C:9]2[C:4](=[CH:5][CH:6]=[C:7](/[CH:10]=[CH:11]/[C:12]([O:14]C)=[O:13])[CH:8]=2)[C:3](/[CH:16]=[CH:17]/[C:18]([O:20]C)=[O:19])=[CH:2]1.O.[OH-].[Li+].CO.Cl>O.O1CCCC1>[NH:1]1[C:9]2[C:4](=[CH:5][CH:6]=[C:7](/[CH:10]=[CH:11]/[C:12]([OH:14])=[O:13])[CH:8]=2)[C:3](/[CH:16]=[CH:17]/[C:18]([OH:20])=[O:19])=[CH:2]1 |f:1.2.3|. Procedure: A mixture of dimethyl E,E-indole-3,6-diacrylate (1.1 g), lithium hydroxide monohydrate (1.29 g), methanol (25 ml), tetrahydrofuran (10 ml) and water (5 ml) was stirred and heated at 55°-60° for 7 hr under an atmosphere of nitrogen. The cooled mixture was diluted with water (30 ml) and acidified to pH 4 with 6M hydrochloride acid. The yellow precipitate was isolated by filtration, washed with water and dried under vacuum to give E,E-indole-3,6-diacrylic acid (0.87 g, 88%) as a solid; mp >360°; pa... Starting materials: O (Water), FC(C=1C=C(C=C(C1)C(F)(F)F)[C@@H]1[C@@H](N(C(O1)=O)CC1=NC(=CC=C1Br)Cl)C)(F)F ((4S,5R)-5-[3,5-bis(trifluoromethyl)phenyl]-3-[(3-bromo-6-chloropyridin-2-yl)methyl]-4-methyl-1,3-oxazolidin-2-one), ClC=1C=CC(=C(C1)B(O)O)OC (5-chloro-2-methoxy phenyl boronic acid), C(=O)([O-])[O-].[K+].[K+] (K2CO3). Reagents/catalysts: [Pd](Cl)Cl.C(C)(C)(C)P([C-]1C=CC=C1)C(C)(C)C.[C-]1(C=CC=C1)P(C(C)(C)C)C(C)(C)C.[Fe+2] (1,1′-bis(di-t-butylphosphino)ferrocene palladium dichloride). Run in C1CCOC1 (THF). Reaction conditions: time 1 hour. Product: FC(C=1C=C(C=C(C1)C(F)(F)F)[C@@H]1[C@@H](N(C(O1)=O)CC1=NC(=CC=C1C1=C(C=CC(=C1)Cl)OC)Cl)C)(F)F ((4S,5R)-5-[3,5-Bis(trifluoromethyl)phenyl]-3-{[6-chloro-3-(5-chloro-2-methoxyphenyl)pyridin-2-yl]methyl}-4-methyl-1,3-oxazolidin-2-one). RXN SMILES: [F:1][C:2]([F:30])([F:29])[C:3]1[CH:4]=[C:5]([C@H:13]2[O:17][C:16](=[O:18])[N:15]([CH2:19][C:20]3[C:25](Br)=[CH:24][CH:23]=[C:22]([Cl:27])[N:21]=3)[C@H:14]2[CH3:28])[CH:6]=[C:7]([C:9]([F:12])([F:11])[F:10])[CH:8]=1.[Cl:31][C:32]1[CH:33]=[CH:34][C:35]([O:41][CH3:42])=[C:36](B(O)O)[CH:37]=1.C([O-])([O-])=O.[K+].[K+].O>C1COCC1.[Pd](Cl)Cl.C(P(C(C)(C)C)[C-]1C=CC=C1)(C)(C)C.[C-]1(P(C(C)(C)C)C(C)(C)C)C=CC=C1.[Fe+2]>[F:1][C:2]([F:30])([F:29])[C:3]1[CH:4]=[C:5]([C@H:13]2[O:17][C:16](=[O:18])[N:15]([CH2:19][C:20]3[C:25]([C:34]4[CH:33]=[C:32]([Cl:31])[CH:37]=[CH:36][C:35]=4[O:41][CH3:42])=[CH:24][CH:23]=[C:22]([Cl:27])[N:21]=3)[C@H:14]2[CH3:28])[CH:6]=[C:7]([C:9]([F:12])([F:11])[F:10])[CH:8]=1 |f:2.3.4,7.8.9.10|. Procedure details: 1,1′-bis(di-t-butylphosphino)ferrocene palladium dichloride (0.263 g, 0.386 mmol) was added to a stirred, degassed mixture of INTERMEDIATE 9 (4.00 g, 7.73 mmol), 5-chloro-2-methoxy phenyl boronic acid (1.44 g, 7.73 mmol) and K2CO3 (4.27 g, 30.9 mmol) in THF (30 mL). The mixture was stirred at room temperature for 1 h. LCMS showed that no starting material was left. Water was added and the mixture was extracted with EtOAc (3×60 mL). The combined organic layers were washed with brine and dried (Na...